From a dataset of the Open Reaction Database (ORD), a public repository of structured organic reaction records. describe an organic reaction: reactants, conditions, products, and yield Starting materials: CC([O-])C.[Al+3].CC([O-])C.CC([O-])C (aluminum isopropoxide), ClC(C(=O)O)CC1=CC=C(C=C1)OCC(C1=CC=CC=C1)(C)C (2-chloro-3-[4-(2,2-dimethyl-2-phenylethyloxy)phenyl]propionic acid). Run in C(C)(C)O (isopropanol), C(C)(C)O (Isopropanol). Yields the product ClC(C(=O)[O-])CC1=CC=C(C=C1)OCC(C1=CC=CC=C1)(C)C.[Al+3].ClC(C(=O)[O-])CC1=CC=C(C=C1)OCC(C)(C)C1=CC=CC=C1.ClC(C(=O)[O-])CC1=CC=C(C=C1)OCC(C)(C)C1=CC=CC=C1 (aluminum 2-chloro-3-[4-(2,2-dimethyl-2-phenylethyloxy)-phenyl]propionate). RXN SMILES: CC(C)[O-].[Al+3:5].CC(C)[O-].CC(C)[O-].[Cl:14][CH:15]([CH2:19][C:20]1[CH:25]=[CH:24][C:23]([O:26][CH2:27][C:28]([CH3:36])([CH3:35])[C:29]2[CH:34]=[CH:33][CH:32]=[CH:31][CH:30]=2)=[CH:22][CH:21]=1)[C:16]([OH:18])=[O:17]>C(O)(C)C>[Cl:14][CH:15]([CH2:19][C:20]1[CH:25]=[CH:24][C:23]([O:26][CH2:27][C:28]([CH3:36])([CH3:35])[C:29]2[CH:34]=[CH:33][CH:32]=[CH:31][CH:30]=2)=[CH:22][CH:21]=1)[C:16]([O-:18])=[O:17].[Al+3:5].[Cl:14][CH:15]([CH2:19][C:20]1[CH:25]=[CH:24][C:23]([O:26][CH2:27][C:28]([C:29]2[CH:30]=[CH:31][CH:32]=[CH:33][CH:34]=2)([CH3:36])[CH3:35])=[CH:22][CH:21]=1)[C:16]([O-:18])=[O:17].[Cl:14][CH:15]([CH2:19][C:20]1[CH:25]=[CH:24][C:23]([O:26][CH2:27][C:28]([C:29]2[CH:30]=[CH:31][CH:32]=[CH:33][CH:34]=2)([CH3:36])[CH3:35])=[CH:22][CH:21]=1)[C:16]([O-:18])=[O:17] |f:0.1.2.3,6.7.8.9|. Procedure details: Isopropanol solution of aluminum isopropoxide is added to an aqueous isopropanol solution of 2-chloro-3-[4-(2,2-dimethyl-2-phenylethyloxy)phenyl]propionic acid to give aluminum 2-chloro-3-[4-(2,2-dimethyl-2-phenylethyloxy)-phenyl]propionate. Melting point: 220°-230° C